From a dataset of the Open Reaction Database (ORD), a public repository of structured organic reaction records. describe an organic reaction: reactants, conditions, products, and yield The reactants are ClC=1C=C(C=CC1)C(CC(=O)OCC)=O (ethyl 3-(3-chlorophenyl)-3-oxopropionate), [H-].[Na+] (sodium hydride), BrCC1=CC=C(C=C1)CC(C(F)(F)F)(F)F (1-(bromomethyl)-4-(2,2,3,3,3-pentafluoropropyl)benzene). Run in C(OC)COC (dimethoxyethane), C(OC)COC (dimethoxyethane). Product: ClC=1C=C(C=CC1)C(C(C(=O)OCC)CC1=CC=C(C=C1)CC(C(F)(F)F)(F)F)=O (ethyl 3-(3-chlorophenyl)-3-oxo-2-[4-(2,2,3,3,3-pentafluoropropyl)benzyl]propionate). The yield is 85.6%. Reaction SMILES: [Cl:1][C:2]1[CH:3]=[C:4]([C:8](=[O:15])[CH2:9][C:10]([O:12][CH2:13][CH3:14])=[O:11])[CH:5]=[CH:6][CH:7]=1.[H-].[Na+].Br[CH2:19][C:20]1[CH:25]=[CH:24][C:23]([CH2:26][C:27]([F:33])([F:32])[C:28]([F:31])([F:30])[F:29])=[CH:22][CH:21]=1>C(COC)OC>[Cl:1][C:2]1[CH:3]=[C:4]([C:8](=[O:15])[CH:9]([CH2:19][C:20]2[CH:25]=[CH:24][C:23]([CH2:26][C:27]([F:32])([F:33])[C:28]([F:29])([F:30])[F:31])=[CH:22][CH:21]=2)[C:10]([O:12][CH2:13][CH3:14])=[O:11])[CH:5]=[CH:6][CH:7]=1 |f:1.2|. Procedure: A solution of ethyl 3-(3-chlorophenyl)-3-oxopropionate (2.74 g, 12.08 mmol) in dimethoxyethane (30 ml) was ice-cooled, and sodium hydride (60%, 0.49 g, 12.08 mmol) was added, and the mixture was stirred under ice-cooling for 30 min. A solution of 1-(bromomethyl)-4-(2,2,3,3,3-pentafluoropropyl)benzene (3.66 g, 12.08 mmol) in dimethoxyethane (15 ml) was added, and the mixture was stirred overnight at room temperature. After completion of the reaction, the reaction was quenched with 0.5N hydrochlor...